Dataset: the Open Reaction Database (ORD), a public repository of structured organic reaction records. Task: describe an organic reaction: reactants, conditions, products, and yield Reactants: COc6ccc5cc(c1cc2ccc3cccc4ccc(c1)c2c34)ccc5c6 (substrate), Cn2cnc1ccccc12 (effective_coupling_partner). Reagents/catalysts: CDC. Run at temperature 90 celsius, time 16 hour. Yields the product c7cccc(nc(c6ccc5cc(c1cc2ccc3cccc4ccc(c1)c2c34)ccc5c6)n8(C))c78. Starting materials: CCc1cc(Nc2cc(Br)cn(C)c2=O)n[nH]1, CC(=O)OCc1c(B2OC(C)(C)C(C)(C)O2)cccc1N1CCn2c(cc3c2CCCC3)C1=O, O=C([O-])[O-], COCCOC, [Na+], [Na+], c1ccc(P(c2ccccc2)(c2ccccc2)[Pd](P(c2ccccc2)(c2ccccc2)c2ccccc2)(P(c2ccccc2)(c2ccccc2)c2ccccc2)P(c2ccccc2)(c2ccccc2)c2ccccc2)cc1. Yields the product CCc1cc(Nc2cc(-c3cccc(N4CCn5c(cc6c5CCCC6)C4=O)c3COC(C)=O)cn(C)c2=O)n[nH]1. RXN SMILES: [Br:1][c:2]1[cH:3][c:4]([NH:10][c:11]2[n:12][nH:13][c:14]([CH2:16][CH3:17])[cH:15]2)[c:5](=[O:9])[n:6]([CH3:8])[cH:7]1.[C:18]([CH3:19])(=[O:20])[O:21][CH2:22][c:23]1[c:24]([N:38]2[C:39](=[O:51])[c:40]3[n:41]([c:42]4[c:47]([cH:48]3)[CH2:46][CH2:45][CH2:44][CH2:43]4)[CH2:49][CH2:50]2)[cH:25][cH:26][cH:27][c:28]1[B:29]1[O:30][C:31]([CH3:32])([CH3:33])[C:34]([CH3:35])([CH3:36])[O:37]1.[C:52](=[O:53])([O-:54])[O-:55].[CH3:58][O:59][CH2:60][CH2:61][O:62][CH3:63].[Na+:56].[Na+:57].[cH:64]1[cH:65][cH:66][c:67]([P:68]([Pd:69]([P:70]([c:71]2[cH:72][cH:73][cH:74][cH:75][cH:76]2)([c:77]2[cH:78][cH:79][cH:80][cH:81][cH:82]2)[c:83]2[cH:84][cH:85][cH:86][cH:87][cH:88]2)([P:89]([c:90]2[cH:91][cH:92][cH:93][cH:94][cH:95]2)([c:96]2[cH:97][cH:98][cH:99][cH:100][cH:101]2)[c:102]2[cH:103][cH:104][cH:105][cH:106][cH:107]2)[P:108]([c:109]2[cH:110][cH:111][cH:112][cH:113][cH:114]2)([c:115]2[cH:116][cH:117][cH:118][cH:119][cH:120]2)[c:121]2[cH:122][cH:123][cH:124][cH:125][cH:126]2)([c:127]2[cH:128][cH:129][cH:130][cH:131][cH:132]2)[c:133]2[cH:134][cH:135][cH:136][cH:137][cH:138]2)[cH:139][cH:140]1>>[c:2]1(-[c:28]2[c:23]([CH2:22][O:21][C:18]([CH3:19])=[O:20])[c:24]([N:38]3[C:39](=[O:51])[c:40]4[n:41]([c:42]5[c:47]([cH:48]4)[CH2:46][CH2:45][CH2:44][CH2:43]5)[CH2:49][CH2:50]3)[cH:25][cH:26][cH:27]2)[cH:3][c:4]([NH:10][c:11]2[n:12][nH:13][c:14]([CH2:16][CH3:17])[cH:15]2)[c:5](=[O:9])[n:6]([CH3:8])[cH:7]1.